From a dataset of the Open Reaction Database (ORD), a public repository of structured organic reaction records. describe an organic reaction: reactants, conditions, products, and yield The reactants are CCCCCC, C=C(C)Cc1c(OC)cccc1OCOC, CN(C)C=O. The product is C=C(C)Cc1c(OC)ccc(C=O)c1OCOC. RXN SMILES: [CH3:17][CH2:18][CH2:19][CH2:20][CH2:21][CH3:22].[CH3:1][O:2][c:3]1[c:4]([CH2:13][C:14](=[CH2:15])[CH3:16])[c:5]([O:9][CH2:10][O:11][CH3:12])[cH:6][cH:7][cH:8]1.[CH3:23][N:24]([CH:25]=[O:26])[CH3:27]>>[CH3:1][O:2][c:3]1[c:4]([CH2:13][C:14](=[CH2:15])[CH3:16])[c:5]([O:9][CH2:10][O:11][CH3:12])[c:6]([CH:25]=[O:26])[cH:7][cH:8]1. Starting materials: CC1(OB(OC1(C)C)C1=CC=C(C=C1)S(=O)(=O)C=1C=CC(=NC1)N)C (5-((4-(4,4,5,5-tetramethyl-1,3,2-dioxaborolan-2-yl)phenyl)sulfonyl)-2-pyridinamine), ClC1=CC=C(C=N1)C(C(F)(F)F)(C(F)(F)F)O (2-(6-chloro-3-pyridinyl)-1,1,1,3,3,3-hexafluoro-2-propanol), (1,1′-bis(diphenylphosphino)ferrocene)dichloropalladium, C([O-])([O-])=O.[Cs+].[Cs+] (cesium carbonate), COCCOC (DME). The solvent is O (water). Reaction conditions: temperature 100 celsius. The product is NC1=CC=C(C=N1)S(=O)(=O)C1=CC=C(C=C1)C1=CC=C(C=N1)C(C(F)(F)F)(C(F)(F)F)O (2-(6-(4-((6-amino-3-pyridinyl)sulfonyl)phenyl)-3-pyridinyl)-1,1,1,3,3,3-hexafluoro-2-propanol). Isolated yield 39.1%. RXN SMILES: CC1(C)C(C)(C)OB([C:9]2[CH:14]=[CH:13][C:12]([S:15]([C:18]3[CH:19]=[CH:20][C:21]([NH2:24])=[N:22][CH:23]=3)(=[O:17])=[O:16])=[CH:11][CH:10]=2)O1.Cl[C:27]1[N:32]=[CH:31][C:30]([C:33]([OH:42])([C:38]([F:41])([F:40])[F:39])[C:34]([F:37])([F:36])[F:35])=[CH:29][CH:28]=1.C(=O)([O-])[O-].[Cs+].[Cs+].COCCOC>O>[NH2:24][C:21]1[N:22]=[CH:23][C:18]([S:15]([C:12]2[CH:11]=[CH:10][C:9]([C:27]3[N:32]=[CH:31][C:30]([C:33]([OH:42])([C:34]([F:35])([F:36])[F:37])[C:38]([F:41])([F:39])[F:40])=[CH:29][CH:28]=3)=[CH:14][CH:13]=2)(=[O:16])=[O:17])=[CH:19][CH:20]=1 |f:2.3.4|. Reported procedure: A glass microwave reaction vessel was charged with 5-((4-(4,4,5,5-tetramethyl-1,3,2-dioxaborolan-2-yl)phenyl)sulfonyl)-2-pyridinamine (381 mg, 1.06 mmol, Example 264, step 1), 2-(6-chloro-3-pyridinyl)-1,1,1,3,3,3-hexafluoro-2-propanol (148 mg, 0.53 mmol), (1,1′-bis(diphenylphosphino)ferrocene)dichloropalladium (22 mg, 0.03 mmol, Strem Chemical Inc, Newburyport, Mass.), cesium carbonate (517 mg, 1.59 mmol, Sigma-Aldrich, St. Louis, Mo.), DME (1.5 mL), and water (0.15 mL). The reaction mixture was... Solvent: CN(C=O)C (N,N-dimethylformamide). Reaction SMILES: [Cl:1][C:2]1[C:7]2[C:8](=[O:26])[N:9]3[CH2:25][CH2:24][CH2:23][C@H:10]3[C:11]3[N:12]([CH:13]=[N:14][C:15]=3[C:16]([N:18]3C=C[N:20]=[CH:19]3)=[O:17])[C:6]=2[CH:5]=[CH:4][CH:3]=1.[C:27](=NO)(N)[CH2:28][CH2:29][CH2:30]C>CN(C)C=O>[CH2:27]([C:19]1[N:18]=[C:16]([C:15]2[N:14]=[CH:13][N:12]3[C:6]4[CH:5]=[CH:4][CH:3]=[C:2]([Cl:1])[C:7]=4[C:8](=[O:26])[N:9]4[CH2:25][CH2:24][CH2:23][C@H:10]4[C:11]=23)[O:17][N:20]=1)[CH2:28][CH2:29][CH3:30]. The product is C(CCC)C1=NOC(=N1)C=1N=CN2C1[C@H]1N(C(C3=C2C=CC=C3Cl)=O)CCC1 ((S)-1-(3-butyl-1,2,4-oxadiazol-5-yl)-8-chloro-11,12,13,13a-tetrahydro-9H-imidazo[1,5-a]pyrrolo[2,1-c][1,4]benzodiazepin-9-one). Conditions: time 2 hour. Procedure details: 11.0 g (30 mmol) of 1-[[(S)-8-chloro-11,12,13,13a-tetrahydro-9-oxo-9H-imidazo[1,5-a]pyrrolo[2,1-c][1,4]benzodiazepin-1-yl]carbonyl]imidazole are dissolved in 50 ml of N,N-dimethylformamide, whereupon the solution is treated with 3.96 g (34 mmol) of valeramidoxime and the mixture is heated to 85° for 3 hours. The reaction mixture is evaporated to dryness. The residue is dissolved in 50 ml of glacial acetic acid and the mixture is stirred at 110° for 2 hours. The reaction mixture is subsequently e... Starting materials: ClC1=CC=CC2=C1C(N1[C@H](C=3N2C=NC3C(=O)N3C=NC=C3)CCC1)=O (1-[[(S)-8-chloro-11,12,13,13a-tetrahydro-9-oxo-9H-imidazo[1,5-a]pyrrolo[2,1-c][1,4]benzodiazepin-1-yl]carbonyl]imidazole), C(CCCC)(N)=NO (valeramidoxime). Reported procedure: A solution containing 16.4 g of 3-chloro-4-cyclohexyl-1-ethynylbenzene, prepared above, in 30 ml of dioxane, 4.5 g of paraformaldehyde and 0.15 g of cuprous chloride is heated to 60° C. and 9.3 g of N-methyl-N-cyclohexylamine are then added over half an hour. The temperature is kept at 60° C. for 1 hour. When the reaction is complete, the cooled mixture is diluted with ether and treated with water and then with a dilute solution of hydrochloric acid. The acid solution is then rendered alkaline w... Conditions: time 1 hour. Reactants: ClC=1C=C(C=CC1C1CCCCC1)C#C (3-chloro-4-cyclohexyl-1-ethynylbenzene), CNC1CCCCC1 (N-methyl-N-cyclohexylamine), Cl (hydrochloric acid), C=O (paraformaldehyde), cuprous chloride, [OH-].[Na+] (sodium hydroxide). The solvent is CCOCC (ether), O (water), O1CCOCC1 (dioxane). Reaction SMILES: [Cl:1][C:2]1[CH:3]=[C:4]([C:14]#[CH:15])[CH:5]=[CH:6][C:7]=1[CH:8]1[CH2:13][CH2:12][CH2:11][CH2:10][CH2:9]1.[CH2:16]=O.[CH3:18][NH:19][CH:20]1[CH2:25][CH2:24][CH2:23][CH2:22][CH2:21]1.Cl.[OH-].[Na+]>O1CCOCC1.CCOCC.O>[ClH:1].[CH:20]1([N:19]([CH2:16][C:15]#[C:14][C:4]2[CH:5]=[CH:6][C:7]([CH:8]3[CH2:13][CH2:12][CH2:11][CH2:10][CH2:9]3)=[C:2]([Cl:1])[CH:3]=2)[CH3:18])[CH2:25][CH2:24][CH2:23][CH2:22][CH2:21]1 |f:4.5,9.10|. The yield is 58.9%. Product: Cl.C1(CCCCC1)N(C)CC#CC1=CC(=C(C=C1)C1CCCCC1)Cl (N-Cyclohexyl-N-methyl-3-(3-chloro-4-cyclohexylphenyl)prop-2-ynylamine hydrochloride). Starting materials: resultant mixture, Cl (hydrochloric acid), C(CCC)[Li] (n-butyllithium), B(OC(C)C)(OC(C)C)OC(C)C (triisopropyl borate), C(CCC)[Li] (n-Butyllithium), Cl[Si](C)(C)C (Chlorotrimethylsilane), C(C)(C)(C)[Si](C)(C)OCC=1OC=C(C1)F (tert-Butyl-(4-fluorofuran-2-ylmethoxy)dimethylsilane). Run in C(C)OCC (diethyl ether), C1CCOC1 (THF). Run at temperature -78 celsius, time 10 minute. Yields the product [Si](C)(C)(C(C)(C)C)OCC=1OC(=C(C1B(O)O)F)[Si](C)(C)C (2-(tert-butyldimethylsilanyloxymethyl)-4-fluoro-5-trimethylsilanylfuran-3-yl-boronic acid). Isolated yield 59.2%. Reaction SMILES: [C:1]([Si:5]([O:8][CH2:9][C:10]1[O:11][CH:12]=[C:13]([F:15])[CH:14]=1)([CH3:7])[CH3:6])([CH3:4])([CH3:3])[CH3:2].C([Li])CCC.Cl[Si:22]([CH3:25])([CH3:24])[CH3:23].[B:26](OC(C)C)([O:31]C(C)C)[O:27]C(C)C.Cl>C1COCC1.C(OCC)C>[Si:5]([O:8][CH2:9][C:10]1[O:11][C:12]([Si:22]([CH3:25])([CH3:24])[CH3:23])=[C:13]([F:15])[C:14]=1[B:26]([OH:31])[OH:27])([C:1]([CH3:4])([CH3:2])[CH3:3])([CH3:7])[CH3:6]. Procedure details: tert-Butyl-(4-fluorofuran-2-ylmethoxy)dimethylsilane (prepared according to Heffernan et al, US2008 0058395, 6.75 g) was dissolved in anhydrous THF (100 mL), under an atmosphere of nitrogen and cooled to −78° C. n-Butyllithium (2.5M in hexanes, 11.74 mL) was added and the mixture was stirred at −78° C. for 10 minutes. Chlorotrimethylsilane (3.19 g) was added and the mixture was stirred at −78° C. for 40 minutes. Further n-butyllithium (2.5M in hexanes, 11.74 mL) was added and the mixture was sti... Reactants: COCC=CCCCCCCC (1-methoxydec-2-ene), chlorohydrin, [O-]S(=O)(=O)[O-].[Na+].[Na+] (Na2SO4), CCOCC (Et2O), CC(C)(C)OO (TBHP), C(Cl)Cl (CH2Cl2). Reagents/catalysts: Cl[Ti](Cl)(Cl)Cl (TiCl4). Reaction conditions: time 5 hour. The product is COCC(C(CCCCCCC)Cl)O (1-methoxy-2-hydroxy-3-chlorodecane). The yield is 92.0%. RXN SMILES: COCC=C[CH2:6][CH2:7][CH2:8][CH2:9][CH2:10][CH2:11][CH3:12].[CH3:13][C:14]([O:17]O)(C)[CH3:15].CC[O:21][CH2:22]C.[O-]S([O-])(=O)=O.[Na+].[Na+].C(Cl)[Cl:32]>Cl[Ti](Cl)(Cl)Cl>[CH3:22][O:21][CH2:13][CH:14]([OH:17])[CH:15]([Cl:32])[CH2:12][CH2:11][CH2:10][CH2:9][CH2:8][CH2:7][CH3:6] |f:3.4.5|. Reported procedure: Optimization of reaction conditions resulted in the following recommended procedure, illustrated for 1-methoxydec-2-ene as substrate. To a -78° solution of the substrate (0.1654 g, 0.92 mmole) in 20 ml CH2Cl2, under N2, was added TBHP (1.2 eq.), followed by TiCl4 (1.2 eq.). The reaction was worked up after 5 hr by pouring the cooled solution into Et2O/sat. Na2SO4 and allowing to stir for 1 hr. Separation of layers and purification of the crude product by chromatography resulted in a 92% yield of... The reactants are O=[Ag], CCCI, CC(C)=O, FC(F)(F)c1cccc(C2CCCNC2)c1. RXN SMILES: [Ag:25]=[O:26].[CH2:17]([CH2:18][CH3:19])[I:20].[CH3:21][C:22](=[O:23])[CH3:24].[F:1][C:2]([c:3]1[cH:4][c:5]([CH:9]2[CH2:10][NH:11][CH2:12][CH2:13][CH2:14]2)[cH:6][cH:7][cH:8]1)([F:15])[F:16]>>[F:1][C:2]([c:3]1[cH:4][c:5]([CH:9]2[CH2:10][N:11]([CH2:17][CH2:18][CH3:19])[CH2:12][CH2:13][CH2:14]2)[cH:6][cH:7][cH:8]1)([F:15])[F:16]. Yields the product CCCN1CCCC(c2cccc(C(F)(F)F)c2)C1. Reported procedure: The procedure of Example 22-i) was repeated using 1,3-biscyanomethyl-5-dimethylaminobenzene (440 mg, 2.2 mmol) and 2-amino-3,4,6-trifluorothiophenol hydrochloride (474 mg, 2.2 mmol) and the resultant product was crystallized from isopropyl ether to give 3-[(4,5,7-trifluorobenzothiazol-2-yl)methyl]-5-dimethylaminophenylacetonitrile (234 mg, 30%) as a colorless powder. RXN SMILES: [C:1]([CH2:3][C:4]1[CH:9]=[C:8]([N:10]([CH3:12])[CH3:11])[CH:7]=[C:6]([CH2:13][C:14]#[N:15])[CH:5]=1)#[N:2].Cl.N[C:18]1[C:23]([F:24])=[C:22]([F:25])[CH:21]=[C:20]([F:26])[C:19]=1[SH:27]>>[F:24][C:23]1[C:18]2[N:2]=[C:1]([CH2:3][C:4]3[CH:5]=[C:6]([CH2:13][C:14]#[N:15])[CH:7]=[C:8]([N:10]([CH3:11])[CH3:12])[CH:9]=3)[S:27][C:19]=2[C:20]([F:26])=[CH:21][C:22]=1[F:25] |f:1.2|. The product is FC1=C(C=C(C2=C1N=C(S2)CC=2C=C(C=C(C2)N(C)C)CC#N)F)F (3-[(4,5,7-trifluorobenzothiazol-2-yl)methyl]-5-dimethylaminophenylacetonitrile). Isolated yield 29.4%. Starting materials: C(#N)CC1=CC(=CC(=C1)N(C)C)CC#N (1,3-biscyanomethyl-5-dimethylaminobenzene), Cl.NC1=C(C(=CC(=C1F)F)F)S (2-amino-3,4,6-trifluorothiophenol hydrochloride).